Dataset: the Open Reaction Database (ORD), a public repository of structured organic reaction records. Task: describe an organic reaction: reactants, conditions, products, and yield Reactants: tocotrienol, CCOCC (ether), CC1=C(C2=C(C=C1O)CC[C@@](O2)(C)CC/C=C(\C)/CC/C=C(\C)/CCC=C(C)C)C (gamma-tocotrienol). The product is CC(=CCC/C(=C/CC/C(=C/CCC1(CCC2=C(O1)C=CC(=C2)O)C)/C)/C)C (Tocotrienol). The yield is 70.0%. Reaction SMILES: CCOCC.C[C:7]1[C:12]([OH:13])=[CH:11][C:10]2[CH2:14][CH2:15][C@:16]([CH2:19][CH2:20]/[CH:21]=[C:22](/[CH2:24][CH2:25]/[CH:26]=[C:27](/[CH2:29][CH2:30][CH:31]=[C:32]([CH3:34])[CH3:33])\[CH3:28])\[CH3:23])([CH3:18])[O:17][C:9]=2[C:8]=1C>>[CH3:33][C:32]([CH3:34])=[CH:31][CH2:30][CH2:29]/[C:27](/[CH3:28])=[CH:26]/[CH2:25][CH2:24]/[C:22](/[CH3:23])=[CH:21]/[CH2:20][CH2:19][C:16]1([CH3:18])[O:17][C:9]2[CH:8]=[CH:7][C:12]([OH:13])=[CH:11][C:10]=2[CH2:14][CH2:15]1. Reported procedure: The procedure for the preparation of tocotrienol from the MEM-ether [17b] (700 mg, 1.49 mmole) follows that described for gamma-tocotrienol. Tocotrienol (400 mg, 1.05 mmole, 70%) was isolated as a colorless oil: Starting materials: CCOC(C)=O, CN(C)C=O, CCN(C(C)C)C(C)C, O=S(=O)(Cl)c1ccc(I)cc1, CC(C)(C)OC(=O)N1CCNCC1. Product: CC(C)(C)OC(=O)N1CCN(S(=O)(=O)c2ccc(I)cc2)CC1. As a reaction SMILES: [CH3:34][CH2:35][O:36][C:37](=[O:38])[CH3:39].[CH3:40][N:41]([CH3:42])[CH:43]=[O:44].[CH:14]([N:15]([CH:16]([CH3:17])[CH3:18])[CH2:19][CH3:20])([CH3:21])[CH3:22].[I:23][c:24]1[cH:25][cH:26][c:27]([S:30](=[O:31])(=[O:32])[Cl:33])[cH:28][cH:29]1.[N:1]1([C:7](=[O:8])[O:9][C:10]([CH3:11])([CH3:12])[CH3:13])[CH2:2][CH2:3][NH:4][CH2:5][CH2:6]1>>[N:1]1([C:7](=[O:8])[O:9][C:10]([CH3:11])([CH3:12])[CH3:13])[CH2:2][CH2:3][N:4]([S:30]([c:27]2[cH:26][cH:25][c:24]([I:23])[cH:29][cH:28]2)(=[O:31])=[O:32])[CH2:5][CH2:6]1. Starting materials: COC(C1=CC(=C(C=C1)COC1=C(C=C(C(=C1)C)C)N(S(=O)(=O)C=1OC(=CC1)C)CC(C)C)C)=O (3-methyl-4-[2-[N-isobutyl-N-(5-methyl-2-furylsulfonyl)amino]-4,5-dimethylphenoxymethyl]benzoic acid methyl ester), Cl (hydrochloric acid), C(C)(=O)OCC.O (ethyl acetate water). Solvent: O1CCOCC1 (dioxane), [OH-].[Na+] (sodium hydroxide), CO (methanol). Run at time 30 hour. Yields the product CC=1C=C(C(=O)O)C=CC1COC1=C(C=C(C(=C1)C)C)N(S(=O)(=O)C=1OC(=CC1)C)CC(C)C (3-methyl-4-[2-[N-isobutyl-N-(5-methyl-2-furylsulfonyl)amino]-4,5-dimethylphenoxymethyl]benzoic acid). Yield: 91.4%. Reaction SMILES: C[O:2][C:3](=[O:35])[C:4]1[CH:9]=[CH:8][C:7]([CH2:10][O:11][C:12]2[CH:17]=[C:16]([CH3:18])[C:15]([CH3:19])=[CH:14][C:13]=2[N:20]([CH2:30][CH:31]([CH3:33])[CH3:32])[S:21]([C:24]2[O:25][C:26]([CH3:29])=[CH:27][CH:28]=2)(=[O:23])=[O:22])=[C:6]([CH3:34])[CH:5]=1.Cl.C(OCC)(=O)C.O>O1CCOCC1.[OH-].[Na+].CO>[CH3:34][C:6]1[CH:5]=[C:4]([CH:9]=[CH:8][C:7]=1[CH2:10][O:11][C:12]1[CH:17]=[C:16]([CH3:18])[C:15]([CH3:19])=[CH:14][C:13]=1[N:20]([CH2:30][CH:31]([CH3:33])[CH3:32])[S:21]([C:24]1[O:25][C:26]([CH3:29])=[CH:27][CH:28]=1)(=[O:23])=[O:22])[C:3]([OH:35])=[O:2] |f:2.3,5.6|. Procedure: To a solution of 3-methyl-4-[2-[N-isobutyl-N-(5-methyl-2-furylsulfonyl)amino]-4,5-dimethylphenoxymethyl]benzoic acid methyl ester prepared in Example 1 (850 mg) in dioxane (10 ml), 2N aqueous sodium hydroxide (2.5 ml) and methanol (4 ml) were added, and the mixture was stirred for 30 hours at room temperature. To the mixture, 2N hydrochloric acid was added, then ethyl acetate-water (30 ml-15 ml) was also added. The organic layer was washed, dried and concentrated under reduced pressure. The resi... Reactants: CNC(=O)c1c(-c2ccccc2)noc1-c1nc(-c2ccc(CN3CC(C(=O)OC(C)(C)C)C3)cc2)no1, O=C(O)C(F)(F)F. Yields the product CNC(=O)c1c(-c2ccccc2)noc1-c1nc(-c2ccc(CN3CC(C(=O)O)C3)cc2)no1, O=C(O)C(F)(F)F. RXN SMILES: [CH3:1][NH:2][C:3](=[O:4])[c:5]1[c:6](-[c:33]2[cH:34][cH:35][cH:36][cH:37][cH:38]2)[n:7][o:8][c:9]1-[c:10]1[n:11][c:12](-[c:15]2[cH:16][cH:17][c:18]([CH2:19][N:20]3[CH2:21][CH:22]([C:24](=[O:25])[O:26][C:27]([CH3:28])([CH3:29])[CH3:30])[CH2:23]3)[cH:31][cH:32]2)[n:13][o:14]1.[F:39][C:40]([C:41](=[O:42])[OH:43])([F:44])[F:45]>>[CH3:1][NH:2][C:3](=[O:4])[c:5]1[c:6](-[c:33]2[cH:34][cH:35][cH:36][cH:37][cH:38]2)[n:7][o:8][c:9]1-[c:10]1[n:11][c:12](-[c:15]2[cH:16][cH:17][c:18]([CH2:19][N:20]3[CH2:21][CH:22]([C:24](=[O:25])[OH:26])[CH2:23]3)[cH:31][cH:32]2)[n:13][o:14]1.[F:39][C:40]([C:41](=[O:42])[OH:43])([F:44])[F:45]. The reactants are COC1=CC(=C(C(=O)O)C=C1)Cl (4-methoxy-2-chloro-benzoic acid), Cu, C([O-])([O-])=O.[K+].[K+] (potassium carbonate), FC=1C=C(N)C=CC1 (3-fluoroaniline). Yields the product FC=1C=C(NC2=C(C(=O)O)C=CC(=C2)OC)C=CC1 (2-(3-fluoro-anilino)-4-methoxybenzoic acid). RXN SMILES: [CH3:1][O:2][C:3]1[CH:11]=[CH:10][C:6]([C:7]([OH:9])=[O:8])=[C:5](Cl)[CH:4]=1.C(=O)([O-])[O-].[K+].[K+].[F:19][C:20]1[CH:21]=[C:22]([CH:24]=[CH:25][CH:26]=1)[NH2:23]>>[F:19][C:20]1[CH:21]=[C:22]([CH:24]=[CH:25][CH:26]=1)[NH:23][C:5]1[CH:4]=[C:3]([O:2][CH3:1])[CH:11]=[CH:10][C:6]=1[C:7]([OH:9])=[O:8] |f:1.2.3|. Reported procedure: 4-methoxy-2-chloro-benzoic acid (2.0 g), potassium carbonate (1.78 g), 3-fluoroaniline (6.7 mL) and Cu powder (100 mg) were combined and heated at 125 C for 1 h. The reaction was cooled and partitioned between saturated aqueous sodium carbonate and ethyl ether. The aqueous solution was extracted once with ether, then the combined organic solutions were washed with saturated aqueous sodium carbonate (2×). The combined aqueous solutions were acidified to pH 3.5 with conc HCl and extracted with EtO...